Dataset: the Open Reaction Database (ORD), a public repository of structured organic reaction records. Task: describe an organic reaction: reactants, conditions, products, and yield Reactants: CCOC(=O)CC(CCCc1ccc(Cl)cc1)NC(=O)C1(CC(CCOC)C(=O)O)CCCC1, [Na+], C1COCCO1, [OH-]. Product: COCCC(CC1(C(=O)NC(CCCc2ccc(Cl)cc2)CC(=O)O)CCCC1)C(=O)O. As a reaction SMILES: [C:1](=[O:2])([OH:3])[CH:4]([CH2:5][C:6]1([C:11](=[O:12])[NH:13][CH:14]([CH2:15][C:16](=[O:17])[O:18][CH2:19][CH3:20])[CH2:21][CH2:22][CH2:23][c:24]2[cH:25][cH:26][c:27]([Cl:30])[cH:28][cH:29]2)[CH2:7][CH2:8][CH2:9][CH2:10]1)[CH2:31][CH2:32][O:33][CH3:34].[Na+:42].[O:35]1[CH2:36][CH2:37][O:38][CH2:39][CH2:40]1.[OH-:41]>>[C:1](=[O:2])([OH:3])[CH:4]([CH2:5][C:6]1([C:11](=[O:12])[NH:13][CH:14]([CH2:15][C:16](=[O:17])[OH:18])[CH2:21][CH2:22][CH2:23][c:24]2[cH:25][cH:26][c:27]([Cl:30])[cH:28][cH:29]2)[CH2:7][CH2:8][CH2:9][CH2:10]1)[CH2:31][CH2:32][O:33][CH3:34]. The reactants are CO, [O-][I+3]([O-])([O-])[O-], [Na+], O, O=c1c2c[nH]c3c(c-2nn1-c1ccccc1)CSCC3. The product is O=c1c2c[nH]c3c(c-2nn1-c1ccccc1)CS(=O)CC3. RXN SMILES: [CH3:27][OH:28].[I+3:21]([O-:22])([O-:23])([O-:24])[O-:25].[Na+:26].[OH2:29].[c:1]1(-[n:7]2[n:8][c:9]3[c:10]4[c:11]([nH:12][cH:13][c:14]-3[c:15]2=[O:16])[CH2:17][CH2:18][S:19][CH2:20]4)[cH:2][cH:3][cH:4][cH:5][cH:6]1>>[c:1]1(-[n:7]2[n:8][c:9]3[c:10]4[c:11]([nH:12][cH:13][c:14]-3[c:15]2=[O:16])[CH2:17][CH2:18][S:19](=[O:22])[CH2:20]4)[cH:2][cH:3][cH:4][cH:5][cH:6]1. Starting materials: C1CCNCC1, CCN(C(C)C)C(C)C, C1CCOC1, O=C(Oc1ccc([N+](=O)[O-])cc1)N1CCCC2(CCN(C3CCC(O)CC3)C2=O)C1. The product is O=C(N1CCCCC1)N1CCCC2(CCN(C3CCC(O)CC3)C2=O)C1. As a reaction SMILES: [CH2:45]1[CH2:46][CH2:47][NH:48][CH2:49][CH2:50]1.[CH:36]([N:37]([CH2:38][CH3:39])[CH:40]([CH3:41])[CH3:42])([CH3:43])[CH3:44].[O:31]1[CH2:32][CH2:33][CH2:34][CH2:35]1.[OH:1][CH:2]1[CH2:3][CH2:4][CH:5]([N:8]2[C:9](=[O:30])[C:10]3([CH2:11][CH2:12]2)[CH2:13][N:14]([C:18](=[O:19])[O:20][c:21]2[cH:22][cH:23][c:24]([N+:25]([O-:26])=[O:27])[cH:28][cH:29]2)[CH2:15][CH2:16][CH2:17]3)[CH2:6][CH2:7]1>>[OH:1][CH:2]1[CH2:3][CH2:4][CH:5]([N:8]2[C:9](=[O:30])[C:10]3([CH2:11][CH2:12]2)[CH2:13][N:14]([C:18](=[O:19])[N:48]2[CH2:47][CH2:46][CH2:45][CH2:50][CH2:49]2)[CH2:15][CH2:16][CH2:17]3)[CH2:6][CH2:7]1. Starting materials: COC1=NC(=C(C(=N1)N)[N+](=O)[O-])OC (2,6-dimethoxy-5-nitro-4-pyrimidinamine), C(=O)(OC)C1=C(C=CC=C1)S(=O)(=O)N=C=O (2-carbomethoxybenzenesulfonyl isocyanate). Run in C(Cl)Cl (methylene chloride). Reaction conditions: time 12 hour. Product: COC1=NC(=C(C(=N1)NC(=O)NS(=O)(=O)C1=C(C(=O)OC)C=CC=C1)[N+](=O)[O-])OC (2-[[(2,6-Dimethoxy-5-nitropyrimidin-4-yl)aminocarbonyl]aminosulfonyl]benzoic acid, methyl ester). Yield: 90.6%. As a reaction SMILES: [CH3:1][O:2][C:3]1[N:8]=[C:7]([NH2:9])[C:6]([N+:10]([O-:12])=[O:11])=[C:5]([O:13][CH3:14])[N:4]=1.[C:15]([C:19]1[CH:24]=[CH:23][CH:22]=[CH:21][C:20]=1[S:25]([N:28]=[C:29]=[O:30])(=[O:27])=[O:26])([O:17][CH3:18])=[O:16]>C(Cl)Cl>[CH3:1][O:2][C:3]1[N:8]=[C:7]([NH:9][C:29]([NH:28][S:25]([C:20]2[CH:21]=[CH:22][CH:23]=[CH:24][C:19]=2[C:15]([O:17][CH3:18])=[O:16])(=[O:27])=[O:26])=[O:30])[C:6]([N+:10]([O-:12])=[O:11])=[C:5]([O:13][CH3:14])[N:4]=1. Procedure: A solution of 0.2 g (1.0 mmol) of 2,6-dimethoxy-5-nitro-4-pyrimidinamine and 0.6 g (2.4 mmol) of 2-carbomethoxybenzenesulfonyl isocyanate in 15 ml of methylene chloride was stirred at ambient temperature and pressure for 12 hours under anhydrous conditions. The solvent was then evaporated under reduced pressure. The residue was stirred in n-butyl chloride (70 ml). The solid was then collected by filtration, washed with ether and then dried in an oven to afford 0.4 g of the title compound, m.p. 1... Starting materials: C(CC1=CC=CC=C1)Br (phenethyl bromide), CC(C)(C)O (t-BuOH), O (H2O), [Li+].[OH-] (LiOH). The solvent is Cl (HCl). Product: C(C1=CC=CC=C1)CC(C(=O)O)=O (benzylpyruvic acid). As a reaction SMILES: [CH2:1](Br)[CH2:2][C:3]1[CH:8]=[CH:7][CH:6]=[CH:5][CH:4]=1.C[C:11]([OH:14])([CH3:13])C.[OH2:15].[Li+].[OH-:17]>Cl>[CH2:2]([CH2:1][C:11](=[O:14])[C:13]([OH:17])=[O:15])[C:3]1[CH:8]=[CH:7][CH:6]=[CH:5][CH:4]=1 |f:3.4|. Procedure: 9.25 g (50 mmoles) of phenethyl bromide, 30 ml of t-BuOH, 700 mg (~2 mmoles) of Co2 (CO)8, 80 ml of H2O, 4.8 g (200 mmoles) of LiOH were stirred in a 300 ml autoclave for 24 hours at 70° C. and under 300 psig CO pressure. The reaction mixture was cooled to room temperature, then filtered. The crude cake was rinsed with 20 ml of Et2O to give a pale yellow solid, which was acidified in cooled HCl solution (check by pH paper) and extracted with Et2O. The neutral impurities in the filtrate were extr...